Task: describe an organic reaction: reactants, conditions, products, and yield. Dataset: the Open Reaction Database (ORD), a public repository of structured organic reaction records RXN SMILES: [CH3:21][CH2:22][O-:23].[CH3:24][Si:25]([CH3:26])([CH3:27])[Cl:28].[CH:16]([OH:17])([CH3:18])[CH3:19].[CH:1]1([Si:6]([O:7][CH2:8][CH3:9])([O:10][CH2:11][CH3:12])[O:13][CH2:14][CH3:15])[CH2:2][CH2:3][CH2:4][CH2:5]1.[Na+:20]>>[CH:1]1([Si:6]([O:7][CH2:8][CH3:9])([O:10][CH:11]([CH3:12])[CH3:16])[O:13][CH2:14][CH3:15])[CH2:2][CH2:3][CH2:4][CH2:5]1. Product: CCO[Si](OCC)(OC(C)C)C1CCCC1. Starting materials: CC[O-], C[Si](C)(C)Cl, CC(C)O, CCO[Si](OCC)(OCC)C1CCCC1, [Na+]. Starting materials: CC12CC(O)C3(Br)C(CCC4=CC(=O)CCC43C)C1CCC2=O, C1CCOC1, O, O=C(O)CS. The product is CC12CC(O)C3C(CCC4=CC(=O)CCC43C)C1CCC2=O. As a reaction SMILES: [Br:1][C:2]12[C:3]3([CH3:23])[CH2:4][CH2:5][C:6](=[O:22])[CH:7]=[C:8]3[CH2:9][CH2:10][CH:11]1[CH:12]1[CH2:13][CH2:14][C:15](=[O:21])[C:16]1([CH3:17])[CH2:18][CH:19]2[OH:20].[CH2:29]1[O:30][CH2:31][CH2:32][CH2:33]1.[OH2:34].[OH:24][C:25]([CH2:26][SH:27])=[O:28]>>[CH:2]12[C:3]3([CH3:23])[CH2:4][CH2:5][C:6](=[O:22])[CH:7]=[C:8]3[CH2:9][CH2:10][CH:11]1[CH:12]1[CH2:13][CH2:14][C:15](=[O:21])[C:16]1([CH3:17])[CH2:18][CH:19]2[OH:20]. The reactants are BrC1=C(C=C(N)C=C1)C(F)(F)F (4-bromo-3-(trifluoromethyl)aniline), CS(=O)(=O)Cl (methanesulfonyl chloride). Yields the product BrC1=C(C=C(C=C1)NS(=O)(=O)C)C(F)(F)F (N-(4-bromo-3-(trifluoromethyl)phenyl)methanesulfonamide). Reaction SMILES: [Br:1][C:2]1[CH:8]=[CH:7][C:5]([NH2:6])=[CH:4][C:3]=1[C:9]([F:12])([F:11])[F:10].[CH3:13][S:14](Cl)(=[O:16])=[O:15]>>[Br:1][C:2]1[CH:8]=[CH:7][C:5]([NH:6][S:14]([CH3:13])(=[O:16])=[O:15])=[CH:4][C:3]=1[C:9]([F:10])([F:11])[F:12]. Reported procedure: The title compound was prepared by the reaction of 4-bromo-3-(trifluoromethyl)aniline with methanesulfonyl chloride as described in Example 45, Part A.